Task: describe an organic reaction: reactants, conditions, products, and yield. Dataset: the Open Reaction Database (ORD), a public repository of structured organic reaction records The reactants are FC1=C(C=CC=C1)C1=CC=C(C=C1)C=O (2'-fluoro-4-biphenyl-carboxaldehyde), CC(=O)C (acetone), CO (methanol), [OH-].[K+] (potassium hydroxide). Solvent: O (water). Product: FC1=C(C=CC=C1)C1=CC=C(C=C1)/C=C/C(C)=O ((E)-4-(2'-Fluoro-4-biphenylyl)-3-buten-2-one). RXN SMILES: [F:1][C:2]1[CH:7]=[CH:6][CH:5]=[CH:4][C:3]=1[C:8]1[CH:13]=[CH:12][C:11]([CH:14]=O)=[CH:10][CH:9]=1.[CH3:16][C:17]([CH3:19])=[O:18].CO.[OH-].[K+]>O>[F:1][C:2]1[CH:7]=[CH:6][CH:5]=[CH:4][C:3]=1[C:8]1[CH:9]=[CH:10][C:11](/[CH:14]=[CH:16]/[C:17](=[O:18])[CH3:19])=[CH:12][CH:13]=1 |f:3.4|. Procedure details: 200.2 Gm (1.0 mol) of 2'-fluoro-4-biphenyl-carboxaldehyde, 3500 gm (60.3 mols) of acetone and 200 ml of methanol were charged into a 6-liter three-neck-flask equipped with a stirrer, a dropping funnel and an internal thermometer. While thoroughly stirring the contents of the flask, a solution of 2.805 gm (0.05 mol) of potassium hydroxide in 16 ml of water was added dropwise thereto while maintaining a reaction temperature of 20° to 25°C, and the resulting mixture was stirred for three hours more... The reactants are FC(CN)(F)F (2,2,2-Trifluoroethylamine), BrC1=C(C=C(C=C1)OC)CBr (4-bromo-3-bromomethylanisole). Solvent: CS(=O)C (DMSO), ice. Run at temperature 32.5 celsius, time 18 hour. Yields the product FC(CNCC=1C=C(C=CC1Br)OC)(F)F (3-[N-(2,2,2-Trifluoroethyl)aminomethyl]-4-bromoanisole). Isolated yield 115.6%. Reaction SMILES: [F:1][C:2]([F:6])([F:5])[CH2:3][NH2:4].[Br:7][C:8]1[CH:13]=[CH:12][C:11]([O:14][CH3:15])=[CH:10][C:9]=1[CH2:16]Br>CS(C)=O>[F:1][C:2]([F:6])([F:5])[CH2:3][NH:4][CH2:16][C:9]1[CH:10]=[C:11]([O:14][CH3:15])[CH:12]=[CH:13][C:8]=1[Br:7]. Procedure: 2,2,2-Trifluoroethylamine (24 g, 242 mmol) was added rapidly to a stirred solution of 4-bromo-3-bromomethylanisole (33.6 g, 120 mmol) in anhydrous DMSO (125 mL) at RT. The reaction warmed to approximately 30-35° C. After stirring for 18 hr, the reaction was diluted with ice-cold 1 N NaOH (200 mL) and extracted with Et2O (2×300 mL). The combined organic layers were washed with brine (300 mL), dried (MgSO4), and concentrated to give the title compound (41.35 g, 96%) as a pale yellow oil: TLC (tolu... The reactants are COC=1C=C2C(=CC=NC2=CC1OCC1OC1)OC1=C(C=C(C=C1)C)C(=O)C1=CC=CC=C1 ((2-{[6-Methoxy-7-(2-oxiranylmethoxy)-4-quinolyl]oxy}-5-methylphenyl)(phenyl)methanone), N1(CCCCC1)C1CCNCC1 (4-piperidinopiperidine), O (water). Run in CN(C=O)C (N,N-dimethylformamide). Run at temperature 80 celsius, time 8 hour. Yields the product OC(COC1=C(C=C2C(=CC=NC2=C1)OC1=C(C=C(C=C1)C)C(=O)C1=CC=CC=C1)OC)CN1C(CCCC1)C1CCNCC1 ([2-({7-[2-Hydroxy-3-(4-piperidylpiperidino)propoxy]-6-methoxy-4-quinolyl}oxy)-5-methylphenyl](phenyl)methanone). The yield is 91.0%. Reaction SMILES: [CH3:1][O:2][C:3]1[CH:4]=[C:5]2[C:10](=[CH:11][C:12]=1[O:13]CC1CO1)[N:9]=[CH:8][CH:7]=[C:6]2[O:18][C:19]1[CH:24]=[CH:23][C:22]([CH3:25])=[CH:21][C:20]=1[C:26]([C:28]1[CH:33]=[CH:32][CH:31]=[CH:30][CH:29]=1)=[O:27].[N:34]1([CH:40]2[CH2:45][CH2:44]NCC2)[CH2:39][CH2:38][CH2:37][CH2:36][CH2:35]1.[OH2:46]>CN(C)C=O>[OH:46][CH:45]([CH2:40][N:34]1[CH2:35][CH2:36][CH2:37][CH2:38][CH:39]1[CH:6]1[CH2:5][CH2:10][NH:9][CH2:8][CH2:7]1)[CH2:44][O:13][C:12]1[CH:11]=[C:10]2[C:5]([C:6]([O:18][C:19]3[CH:24]=[CH:23][C:22]([CH3:25])=[CH:21][C:20]=3[C:26]([C:28]3[CH:29]=[CH:30][CH:31]=[CH:32][CH:33]=3)=[O:27])=[CH:7][CH:8]=[N:9]2)=[CH:4][C:3]=1[O:2][CH3:1]. Reported procedure: (2-{[6-Methoxy-7-(2-oxiranylmethoxy)-4-quinolyl]oxy}-5-methylphenyl)(phenyl)methanone (39 mg) and 4-piperidinopiperidine (45 mg) were suspended in N,N-dimethylformamide (3 ml), and the suspension was stirred at 80° C. overnight. The reaction solution was cooled to room temperature, water was then added to the reaction solution, and the mixture was extracted with ethyl acetate. The ethyl acetate layer was then washed with water and saturated brine and was dried over anhydrous sodium sulfate. The ... Reactants: N1N=CC2=CC(=CC=C12)N1C(C=C(C=C1)C1=CC=C(C=C1)C(F)(F)F)=O (1-(1H-indazol-5-yl)-4-(4-(trifluoromethyl)phenyl)pyridin-2(1H)-one), BrCCCl (2-bromo-1-chloroethane), C(=O)([O-])[O-].[Cs+].[Cs+] (Cs2CO3). Run in CS(=O)C (DMSO), O (H2O). Run at time 3 hour. Yields the product ClCCN1N=CC2=CC(=CC=C12)N1C(C=C(C=C1)C1=CC=C(C=C1)C(F)(F)F)=O (1-(1-(2-Chloroethyl)-1H-indazol-5-yl)-4-(4-(trifluoromethyl)phenyl)pyridin-2(1H)-one). Yield: 51.0%. Reaction SMILES: [NH:1]1[C:9]2[C:4](=[CH:5][C:6]([N:10]3[CH:15]=[CH:14][C:13]([C:16]4[CH:21]=[CH:20][C:19]([C:22]([F:25])([F:24])[F:23])=[CH:18][CH:17]=4)=[CH:12][C:11]3=[O:26])=[CH:7][CH:8]=2)[CH:3]=[N:2]1.Br[CH2:28][CH2:29][Cl:30].C([O-])([O-])=O.[Cs+].[Cs+]>CS(C)=O.O>[Cl:30][CH2:29][CH2:28][N:1]1[C:9]2[C:4](=[CH:5][C:6]([N:10]3[CH:15]=[CH:14][C:13]([C:16]4[CH:21]=[CH:20][C:19]([C:22]([F:24])([F:25])[F:23])=[CH:18][CH:17]=4)=[CH:12][C:11]3=[O:26])=[CH:7][CH:8]=2)[CH:3]=[N:2]1 |f:2.3.4|. Reported procedure: To a solution of 1-(1H-indazol-5-yl)-4-(4-(trifluoromethyl)phenyl)pyridin-2(1H)-one (120 mg, 0.338 mmol) in DMSO (2.0 mL) was added 2-bromo-1-chloroethane (485 mg, 3.38 mmol) and Cs2CO3 (330 mg, 1.01 mmol), and the reaction was stirred at ambient temperature for 3 h. The reaction was diluted with H2O (25 mL) and extracted with EtOAc (3×25 mL). The extracts were washed with brine (25 mL), dried over Na2SO4, and concentrated. Flash chromatography (Biotage 25+M column, CH2Cl2/MeOH, 99:1 to 98:2) yi...